This data is from the Open Reaction Database (ORD), a public repository of structured organic reaction records. The task is: describe an organic reaction: reactants, conditions, products, and yield Reactants: C1(=CC=CC=C1)N(C(=O)OC=1C=2N=CN([C@H]3C[C@H](O)[C@@H](CO)O3)C2N=C(N1)NC(NC)=S)C1=CC=CC=C1 (6-O-diphenylcarbamoyl-2-N-methylthiocarbamoyldeoxyguanosine), O.C([O-])(O)=O.[Na+] (sodium bicarbonate water), COC1=CC=C(C(C2=CC=C(C=C2)OC)(C2=CC=CC=C2)Cl)C=C1 (4,4′-dimethoxytrityl chloride). Run in N1=CC=CC=C1 (pyridine), N1=CC=CC=C1 (pyridine). Conditions: time 3 hour. Product: COC1=CC=C(C(C2=CC=C(C=C2)OC)(C2=CC=CC=C2)OC[C@@H]2[C@H](C[C@@H](O2)N2C=NC=3C(OC(N(C4=CC=CC=C4)C4=CC=CC=C4)=O)=NC(NC(NC)=S)=NC23)O)C=C1 (5′-O-(4,4′-dimethoxytrityl)-6-O-diphenylcarbamoyl-2-N-methylthiocarbamoyldeoxyguanosine). The yield is 91.4%. Reaction SMILES: [C:1]1([N:7]([C:33]2[CH:38]=[CH:37][CH:36]=[CH:35][CH:34]=2)[C:8]([O:10][C:11]2[C:12]3[N:13]=[CH:14][N:15]([C:24]=3[N:25]=[C:26]([NH:28][C:29](=[S:32])[NH:30][CH3:31])[N:27]=2)[C@@H:16]2[O:23][C@H:20]([CH2:21][OH:22])[C@@H:18]([OH:19])[CH2:17]2)=[O:9])[CH:6]=[CH:5][CH:4]=[CH:3][CH:2]=1.[CH3:39][O:40][C:41]1[CH:62]=[CH:61][C:44]([C:45](Cl)([C:54]2[CH:59]=[CH:58][CH:57]=[CH:56][CH:55]=2)[C:46]2[CH:51]=[CH:50][C:49]([O:52][CH3:53])=[CH:48][CH:47]=2)=[CH:43][CH:42]=1.O.C(=O)(O)[O-].[Na+]>N1C=CC=CC=1>[CH3:53][O:52][C:49]1[CH:48]=[CH:47][C:46]([C:45]([O:22][CH2:21][C@H:20]2[O:23][C@@H:16]([N:15]3[C:24]4[N:25]=[C:26]([NH:28][C:29](=[S:32])[NH:30][CH3:31])[N:27]=[C:11]([O:10][C:8](=[O:9])[N:7]([C:1]5[CH:2]=[CH:3][CH:4]=[CH:5][CH:6]=5)[C:33]5[CH:34]=[CH:35][CH:36]=[CH:37][CH:38]=5)[C:12]=4[N:13]=[CH:14]3)[CH2:17][C@@H:18]2[OH:19])([C:54]2[CH:55]=[CH:56][CH:57]=[CH:58][CH:59]=2)[C:44]2[CH:61]=[CH:62][C:41]([O:40][CH3:39])=[CH:42][CH:43]=2)=[CH:51][CH:50]=1 |f:2.3.4|. Procedure: The above-obtained 6-O-diphenylcarbamoyl-2-N-methylthiocarbamoyldeoxyguanosine (400 mg, 0.744 mmol) was azeotroped with anhydrous pyridine three times and dissolved in anhydrous pyridine (8.0 mL), and 4,4′-dimethoxytrityl chloride (278 mg, 0.818 mmol) was added thereto. The mixture was stirred at room temperature for 3 hours, and then sodium bicarbonate water (3 mL) was added thereto to terminate the reaction. The reaction solution was extracted with ethyl acetate (150 mL)/sodium bicarbonate wat... As a reaction SMILES: [CH2:38]1[O:39][CH2:40][CH2:41][CH2:42]1.[N:1](=[N+:2]=[N-:3])[CH:4]([C:5](=[O:6])[O:7][CH3:8])[C:9]([CH3:10])([c:11]1[cH:12][cH:13][cH:14][cH:15][cH:16]1)[CH3:17].[OH2:37].[c:18]1([P:19]([c:20]2[cH:21][cH:22][cH:23][cH:24][cH:25]2)[c:26]2[cH:27][cH:28][cH:29][cH:30][cH:31]2)[cH:32][cH:33][cH:34][cH:35][cH:36]1>>[NH2:1][CH:4]([C:5](=[O:6])[O:7][CH3:8])[C:9]([CH3:10])([c:11]1[cH:12][cH:13][cH:14][cH:15][cH:16]1)[CH3:17]. The product is COC(=O)C(N)C(C)(C)c1ccccc1. The reactants are C1CCOC1, COC(=O)C(N=[N+]=[N-])C(C)(C)c1ccccc1, O, c1ccc(P(c2ccccc2)c2ccccc2)cc1.